Dataset: the Open Reaction Database (ORD), a public repository of structured organic reaction records. Task: describe an organic reaction: reactants, conditions, products, and yield Starting materials: CCS, COC(=O)c1cc(OC)ccc1Br, ClCCl, O. The product is COC(=O)c1cc(O)ccc1Br. RXN SMILES: [CH2:14]([SH:15])[CH3:16].[CH3:1][O:2][C:3]([c:4]1[c:5]([Br:12])[cH:6][cH:7][c:8]([O:10][CH3:11])[cH:9]1)=[O:13].[Cl:18][CH2:19][Cl:20].[OH2:17]>>[CH3:1][O:2][C:3]([c:4]1[c:5]([Br:12])[cH:6][cH:7][c:8]([OH:10])[cH:9]1)=[O:13]. Starting materials: COC(C1=CC=C(C=C1)N1CCN(CC1)CC1=CC=CC=C1)=O (4-(4-Benzyl-piperazin-1-yl)-benzoic acid methyl ester), [H][H] (hydrogen). Reagents/catalysts: [Pd].C (Pd charcoal). The solvent is CO (methanol). Product: COC(C1=CC=C(C=C1)N1CCNCC1)=O (4-(Piperazin-1-yl)-benzoic acid methyl ester). RXN SMILES: [CH3:1][O:2][C:3](=[O:23])[C:4]1[CH:9]=[CH:8][C:7]([N:10]2[CH2:15][CH2:14][N:13](CC3C=CC=CC=3)[CH2:12][CH2:11]2)=[CH:6][CH:5]=1.[H][H]>CO.[Pd].C>[CH3:1][O:2][C:3](=[O:23])[C:4]1[CH:5]=[CH:6][C:7]([N:10]2[CH2:15][CH2:14][NH:13][CH2:12][CH2:11]2)=[CH:8][CH:9]=1 |f:3.4|. Procedure details: 4-(4-Benzyl-piperazin-1-yl)-benzoic acid methyl ester (19.4 mmol) is dissolved in methanol (150 ml) and Pd/charcoal is added (0.6 g). The mixture is stirred in a hydrogen atmosphere until consumption has ceased. The catalyst is filtered off and the filtrate evaporated. The residue is suspended in diethylether/pentane and the solid filtered of and dried (vacuum). A powder with mp. 95-97° C. is obtained. Reactants: C(=O)(OC(C)(C)C)N[C@@H](CSC)C(=O)O (Boc-S-methylcysteine), Cl.CNOC (N,O-dimethylhydroxylamine hydrochloride), O.ON1N=NC2=C1C=CC=C2 (N-hydroxybenzotriazole monohydrate), CN1CCOCC1 (N-methylmorpholine). Solvent: O1CCCC1 (tetrahydrofuran), C(CCl)Cl (EDC). Conditions: time 48 hour. Product: CON(C([C@@H](NC(=O)OC(C)(C)C)CSC)=O)C ((R)-N-[(1,1-Dimethyl)ethoxycarbonyl]-S-methylcysteine N-methoxy-N-methylamide), solid. Yield: 29.0%. Reaction SMILES: [C:1]([NH:8][C@H:9]([C:13]([OH:15])=O)[CH2:10][S:11][CH3:12])([O:3][C:4]([CH3:7])([CH3:6])[CH3:5])=[O:2].Cl.[CH3:17][NH:18][O:19][CH3:20].O.ON1C2C=CC=CC=2N=N1.CN1CCOCC1>O1CCCC1.C(Cl)CCl>[CH3:20][O:19][N:18]([CH3:17])[C:13](=[O:15])[C@H:9]([CH2:10][S:11][CH3:12])[NH:8][C:1]([O:3][C:4]([CH3:5])([CH3:6])[CH3:7])=[O:2] |f:1.2,3.4|. Procedure: A solution of Boc-S-methylcysteine (5 g), N,O-dimethylhydroxylamine hydrochloride (2.28 g) and N-hydroxybenzotriazole monohydrate (3.16 g) in tetrahydrofuran (60 ml) was treated with N-methylmorpholine at 0° C. under nitrogen. EDC (4.89 g) was added and the reaction was warmed to RT and stirred for 48 hours. The reaction mixture was concentrated in vacuo, to give a colourless residue which was partitioned between ethyl acetate (100 ml) and 10% citric acid (100 ml). The organic phase was washed w... Starting materials: O=C(O)C(F)(F)F, Cc1ncccc1C(=O)c1sc(NC(=O)OC(C)(C)C)nc1-c1ccco1. Yields the product Cc1ncccc1C(=O)c1sc(N)nc1-c1ccco1. Reaction SMILES: [OH:28][C:29]([C:30]([F:31])([F:32])[F:33])=[O:34].[o:1]1[c:2](-[c:6]2[n:7][c:8]([NH:20][C:21](=[O:22])[O:23][C:24]([CH3:25])([CH3:26])[CH3:27])[s:9][c:10]2[C:11](=[O:12])[c:13]2[c:14]([CH3:19])[n:15][cH:16][cH:17][cH:18]2)[cH:3][cH:4][cH:5]1>>[o:1]1[c:2](-[c:6]2[n:7][c:8]([NH2:20])[s:9][c:10]2[C:11](=[O:12])[c:13]2[c:14]([CH3:19])[n:15][cH:16][cH:17][cH:18]2)[cH:3][cH:4][cH:5]1.